This data is from the Open Reaction Database (ORD), a public repository of structured organic reaction records. The task is: describe an organic reaction: reactants, conditions, products, and yield The reactants are BrC(CC)C1=CC=CC=C1 (1-bromopropylbenzene), [Mg] (magnesium), CCOCC (ether), CCOCC (ether), 3-methoxy-acetophenone, CCOCC (ether), C(C)O (ethanol), Cl (hydrochloric acid). The reagents and catalysts are [Pd] (palladium-on-carbon). The product is COC=1C=C(C=CC1)C(C)CCCC1=CC=CC=C1 (2-(3-Methoxyphenyl)-5-phenylpentane). Reaction SMILES: Br[CH:2]([C:5]1[CH:10]=[CH:9][CH:8]=[CH:7][CH:6]=1)[CH2:3][CH3:4].[Mg].[CH2:12](O)[CH3:13].Cl.C[CH2:17][O:18][CH2:19][CH3:20]>[Pd]>[CH3:17][O:18][C:19]1[CH:20]=[C:5]([CH:12]([CH2:4][CH2:3][CH2:2][C:5]2[CH:10]=[CH:9][CH:8]=[CH:7][CH:6]=2)[CH3:13])[CH:2]=[CH:3][CH:4]=1. Procedure: A solution of 1-bromopropylbenzene (51.7 g.) in ether (234 ml.) is added dropwise over a 2-hour period to a refluxing mixture of magnesium (7.32 g.) in ether (78 ml.). The reaction mixture is refluxed for 30 minutes longer and then a solution of 3-methoxy-acetophenone (41.6 g.) in ether (78 ml.) is added dropwise and the mixture heated to reflux for 1.5 hours. The reaction is quenched by addition of saturated ammonium chloride (234 ml.), the ether layer is separated and the aqueous phase extract... The reactants are BrC=1C=C(C=C(C1)[N+](=O)[O-])CO ((3-Bromo-5-nitrophenyl)methanol), C1(=CC=CC=C1)P(C1=CC=CC=C1)C1=CC=CC=C1 (triphenylphosphine), BrN1C(CCC1=O)=O (N-Bromosuccinimide). Solvent: O1CCCC1 (tetrahydrofuran), C(C)(=O)OCC (ethyl acetate). Run at temperature 0 celsius, time 16 hour. Yields the product BrC1=CC(=CC(=C1)[N+](=O)[O-])CBr (1-Bromo-3-(bromomethyl)-5-nitrobenzene). Reaction SMILES: [Br:1][C:2]1[CH:3]=[C:4]([CH2:11]O)[CH:5]=[C:6]([N+:8]([O-:10])=[O:9])[CH:7]=1.C1(P(C2C=CC=CC=2)C2C=CC=CC=2)C=CC=CC=1.[Br:32]N1C(=O)CCC1=O>O1CCCC1.C(OCC)(=O)C>[Br:1][C:2]1[CH:7]=[C:6]([N+:8]([O-:10])=[O:9])[CH:5]=[C:4]([CH2:11][Br:32])[CH:3]=1. Procedure: (3-Bromo-5-nitrophenyl)methanol (2.0 g, 8.65 mmol) and triphenylphosphine (4.5 g, 17.3 mmol) were combined in tetrahydrofuran (40 mL) and cooled to 0° C. N-Bromosuccinimide (3.2 g, 18.2 mmol) was introduced in portions and the reaction allowed to warm to room temperature. After 16 h, the reaction mixture was diluted with ethyl acetate, washed with concentrated sodium bicarbonate (2×), brine (2×), dried over sodium sulfate, and concentrated. Column chromatography on silica gel (5% ethyl acetate/h... Reactants: O=[N+]([O-])c1cnccc1Cl, NCc1ccc(F)cc1, [Na+], [Na+], O=C([O-])[O-], O. Product: O=[N+]([O-])c1cnccc1NCc1ccc(F)cc1. As a reaction SMILES: [Cl:1][c:2]1[c:3]([N+:8](=[O:9])[O-:10])[cH:4][n:5][cH:6][cH:7]1.[F:11][c:12]1[cH:13][cH:14][c:15]([CH2:18][NH2:19])[cH:16][cH:17]1.[Na+:20].[Na+:21].[O-:22][C:23](=[O:24])[O-:25].[OH2:26]>>[c:2]1([NH:19][CH2:18][c:15]2[cH:14][cH:13][c:12]([F:11])[cH:17][cH:16]2)[c:3]([N+:8](=[O:9])[O-:10])[cH:4][n:5][cH:6][cH:7]1. The reactants are ClC=1C=C(SC1C1=CC=NN1C)C(=O)O (4-chloro-5-(1-methyl-1H-pyrazol-5-yl)-2-thiophenecarboxylic acid), ClN1C(CCC1=O)=O (N-chlorosuccinimide). Solvent: C1CCOC1 (THF). Reaction conditions: time 4 hour. Yields the product ClC=1C=C(SC1C1=C(C=NN1C)Cl)C(=O)O (4-chloro-5-(4-chloro-1-methyl-1H-pyrazol-5-yl)-2-thiophenecarboxylic acid). The yield is 98.1%. RXN SMILES: [Cl:1][C:2]1[CH:3]=[C:4]([C:13]([OH:15])=[O:14])[S:5][C:6]=1[C:7]1[N:11]([CH3:12])[N:10]=[CH:9][CH:8]=1.[Cl:16]N1C(=O)CCC1=O>C1COCC1>[Cl:1][C:2]1[CH:3]=[C:4]([C:13]([OH:15])=[O:14])[S:5][C:6]=1[C:7]1[N:11]([CH3:12])[N:10]=[CH:9][C:8]=1[Cl:16]. Procedure: A solution of 4-chloro-5-(1-methyl-1H-pyrazol-5-yl)-2-thiophenecarboxylic acid (121 mg, 0.5 mmol) and N-chlorosuccinimide (67 mg, 0.5 mmol) in THF (5 mL) was stirred in a sealed tube at 70° C. After 4 hrs, the solution was concentrated and partitioned between DCM and H2O. The aqueous layer was extracted several times with DCM. The organic fractions were combined, concentrated and azeotropically dried with toluene to give the title compound as a brown oil (136 mg, 98%): LC-MS (ES) m/z=278 (M+H)+. The reactants are FC(COC1=CC=CC(=N1)CO)(F)F ((6-(2,2,2-trifluoroethoxy)pyridin-2-yl)methanol), S(=O)(Cl)Cl (thionyl chloride). The solvent is ClCCl (dichloromethane). Run at time 1 hour. Product: ClCC1=NC(=CC=C1)OCC(F)(F)F (2-(chloromethyl)-6-(2,2,2-trifluoroethoxy)pyridine). Isolated yield 100.1%. RXN SMILES: [F:1][C:2]([F:14])([F:13])[CH2:3][O:4][C:5]1[N:10]=[C:9]([CH2:11]O)[CH:8]=[CH:7][CH:6]=1.S(Cl)([Cl:17])=O>ClCCl>[Cl:17][CH2:11][C:9]1[CH:8]=[CH:7][CH:6]=[C:5]([O:4][CH2:3][C:2]([F:14])([F:13])[F:1])[N:10]=1. Procedure details: A mixture of (6-(2,2,2-trifluoroethoxy)pyridin-2-yl)methanol (0.32 g, 1.55 mmol, Step-3), thionyl chloride (0.23 mL, 3.10 mmol) in dichloromethane (16 mL) is stirred at room temperature for 1 hour. The organic solvent is concentrated under reduced pressure and dried to give 0.35 g (>99% yield) of the title compound as yellow oil. This material is used for the next reaction (Step-5) without further purification. Reactants: O[C@@H](CN(C(OC(C)(C)C)=O)CCOC1=CC=C(C=C1)I)C1=CC=CC=C1 (tert-butyl [(2R)-2-hydroxy-2-phenylethyl][2-(4-iodophenoxy)ethyl]carbamate), B(O)(O)O (boric acid), [1,1′-bis(diphenylphosphino)ferrocene]-dichlorobispalladium(II), ClCCl (dichloromethane), C([O-])([O-])=O.[Na+].[Na+] (sodium carbonate). Reagents/catalysts: C1(=CC=CC=C1)P([C-]1C=CC=C1)C1=CC=CC=C1.[C-]1(C=CC=C1)P(C1=CC=CC=C1)C1=CC=CC=C1.[Fe+2] (1,1′-bis(diphenylphosphino)ferrocene). Run in C1(=CC=CC=C1)C (toluene), C(C)O (ethanol). Run at temperature 75 celsius, time 4 hour. Product: C1(=CC=CC=C1)C1=CC=CC=C1 (biphenyl). Yield: 510.4%. RXN SMILES: O[C@H:2]([C:22]1[CH:27]=[CH:26][CH:25]=[CH:24][CH:23]=1)[CH2:3]N(CCOC1C=CC(I)=CC=1)C(=O)OC(C)(C)C.B(O)(O)O.ClCCl.C(=O)([O-])[O-].[Na+].[Na+]>C1(C)C=CC=CC=1.C(O)C.C1(P(C2C=CC=CC=2)[C-]2C=CC=C2)C=CC=CC=1.[C-]1(P(C2C=CC=CC=2)C2C=CC=CC=2)C=CC=C1.[Fe+2]>[C:22]1([C:2]2[CH:3]=[CH:23][CH:22]=[CH:2][CH:3]=2)[CH:23]=[CH:24][CH:25]=[CH:26][CH:27]=1 |f:3.4.5,8.9.10|. Reported procedure: To a solution of tert-butyl [(2R)-2-hydroxy-2-phenylethyl][2-(4-iodophenoxy)ethyl]carbamate (350 mg) in toluene (6.0 ml) and ethanol (1.5 ml) was added boric acid (222 mg), [1,1′-bis(diphenylphosphino)ferrocene]-dichlorobispalladium(II), complex with dichloromethane (59 mg), 1,1′-bis(diphenylphosphino)ferrocene (20 mg) and aqueous solution of sodium carbonate (2M, 0.8 ml), and the mixture was stirred at 75° C. for 4 hours under nitrogen. The mixture was partitioned between with ethyl acetate and... Starting materials: CN1C(=CC(=C1)C)C(=O)OCC (ethyl 1,4-dimethyl-1H-pyrrole-2-carboxylate), BrN1C(CCC1=O)=O (N-bromosuccinimide). Solvent: C(Cl)(Cl)Cl (CHCl3). Reaction conditions: temperature 0 celsius, time 15 minute. Yields the product BrC1=C(C=C(N1C)C(=O)OCC)C (ethyl 5-bromo-1,4-dimethyl-1H-pyrrole-2-carboxylate). Reaction SMILES: [CH3:1][N:2]1[CH:6]=[C:5]([CH3:7])[CH:4]=[C:3]1[C:8]([O:10][CH2:11][CH3:12])=[O:9].[Br:13]N1C(=O)CCC1=O>C(Cl)(Cl)Cl>[Br:13][C:6]1[N:2]([CH3:1])[C:3]([C:8]([O:10][CH2:11][CH3:12])=[O:9])=[CH:4][C:5]=1[CH3:7]. Reported procedure: To a solution of ethyl 1,4-dimethyl-1H-pyrrole-2-carboxylate (63 mg, 0.377 mmol) in CHCl3 (3.5 mL) at 0° C. was added N-bromosuccinimide (67.1 mg, 0.377 mmol). The reaction was stirred at 0° C. for 15 min. The reaction was warmed to room temperature and stirred overnight. The reaction mixture was filtered and the filtrate was concentrated in vacuo. The residue was purified by preparative TLC (1000 μm, hexanes/EtOAc (9:1)) to give ethyl 5-bromo-1,4-dimethyl-1H-pyrrole-2-carboxylate. LCMS calc.=24...